Dataset: the Open Reaction Database (ORD), a public repository of structured organic reaction records. Task: describe an organic reaction: reactants, conditions, products, and yield The reactants are O1CCOCC1 (dioxane), ClCC(=O)NC=1C(=CC(=C(C1)NS(=O)(=O)C)OC1=CC=CC=C1)[N+](=O)[O-] (N-(5-chloroacetylamino-4-nitro-2-phenoxyphenyl)methanesulfonamide), C(CCC)N (n-butylamine). Run in O (Water). Product: C(CCC)NCC(=O)NC=1C(=CC(=C(C1)NS(=O)(=O)C)OC1=CC=CC=C1)[N+](=O)[O-] (N-[5-(n-butylaminoacetylamino)4-nitro-2-phenoxyphenyl]methanesulfonamide). Isolated yield 72.0%. As a reaction SMILES: O1CCOCC1.Cl[CH2:8][C:9]([NH:11][C:12]1[C:13]([N+:30]([O-:32])=[O:31])=[CH:14][C:15]([O:23][C:24]2[CH:29]=[CH:28][CH:27]=[CH:26][CH:25]=2)=[C:16]([NH:18][S:19]([CH3:22])(=[O:21])=[O:20])[CH:17]=1)=[O:10].[CH2:33]([NH2:37])[CH2:34][CH2:35][CH3:36]>O>[CH2:33]([NH:37][CH2:8][C:9]([NH:11][C:12]1[C:13]([N+:30]([O-:32])=[O:31])=[CH:14][C:15]([O:23][C:24]2[CH:29]=[CH:28][CH:27]=[CH:26][CH:25]=2)=[C:16]([NH:18][S:19]([CH3:22])(=[O:21])=[O:20])[CH:17]=1)=[O:10])[CH2:34][CH2:35][CH3:36]. Procedure details: To 7 ml of a dioxane solution containing 1.4 g of N-(5-chloroacetylamino-4-nitro-2-phenoxyphenyl)methanesulfonamide was added 0.77 g of n-butylamine at room temperature, followed by stirring for an hour. Water was added to the reaction solution, the precipitate was collected by filtration and recrystallized from ethanol to give 1.1 g of N-[5-(n-butylaminoacetylamino)4-nitro-2-phenoxyphenyl]methanesulfonamide as yellow needles. Starting materials: O=[N+]([O-])c1cc(C(F)(F)F)ccc1CCl, NCCO, C1CCOC1. The product is O=[N+]([O-])c1cc(C(F)(F)F)ccc1CNCCO. As a reaction SMILES: [Cl:1][CH2:2][c:3]1[c:4]([N+:13](=[O:14])[O-:15])[cH:5][c:6]([C:9]([F:10])([F:11])[F:12])[cH:7][cH:8]1.[NH2:16][CH2:17][CH2:18][OH:19].[O:20]1[CH2:21][CH2:22][CH2:23][CH2:24]1>>[CH2:2]([c:3]1[c:4]([N+:13](=[O:14])[O-:15])[cH:5][c:6]([C:9]([F:10])([F:11])[F:12])[cH:7][cH:8]1)[NH:16][CH2:17][CH2:18][OH:19]. Starting materials: CC1=C(N=C(O1)C1=CC=CC=C1)C(COC1=CC=C(C=C2C(NC(S2)=O)=O)C=C1)=O (5-{4-[2-(5-methyl-2-phenyl-4-oxazolyl)-2-oxoethoxy]benzylidene}-2,4-thiazolidinedione). The reagents and catalysts are [Pd] (Pd), [Pd] (Pd). Run in O1CCOCC1 (dioxane). Reaction conditions: time 4 hour. Yields the product CC1=C(N=C(O1)C1=CC=CC=C1)C(COC1=CC=C(CC2C(NC(S2)=O)=O)C=C1)=O (5-{4-[2-(5-methyl-2-phenyl-4-oxazolyl)-2-oxoethoxy]benzyl}-2,4-thiazolidinedione). RXN SMILES: [CH3:1][C:2]1[O:6][C:5]([C:7]2[CH:12]=[CH:11][CH:10]=[CH:9][CH:8]=2)=[N:4][C:3]=1[C:13](=[O:30])[CH2:14][O:15][C:16]1[CH:29]=[CH:28][C:19]([CH:20]=[C:21]2[S:25][C:24](=[O:26])[NH:23][C:22]2=[O:27])=[CH:18][CH:17]=1>[Pd].O1CCOCC1>[CH3:1][C:2]1[O:6][C:5]([C:7]2[CH:12]=[CH:11][CH:10]=[CH:9][CH:8]=2)=[N:4][C:3]=1[C:13](=[O:30])[CH2:14][O:15][C:16]1[CH:29]=[CH:28][C:19]([CH2:20][CH:21]2[S:25][C:24](=[O:26])[NH:23][C:22]2=[O:27])=[CH:18][CH:17]=1. Procedure details: A stirred mixture of 5-{4-[2-(5-methyl-2-phenyl-4-oxazolyl)-2-oxoethoxy]benzylidene}-2,4-thiazolidinedione (1.0 g), Pd-black (3 g) and dioxane (100 ml) was hydrogenated at 40° C. and at atmospheric pressure. After 4 hours, another Pd-black (3 g) was added and hydrogenation was continued for 4 hours. The catalyst was filtered off and the filtrate was concentrated to yield 5-{4-[2-(5-methyl-2-phenyl-4-oxazolyl)-2-oxoethoxy]benzyl}-2,4-thiazolidinedione (the same compound as that obtained in Exampl... The reactants are CC(=C)C1=CC=CC=C1 (α-methylstyrene), S(=O)([O-])[O-].[Ba+2] (barium sulfite), S(=O)=O (sulfur dioxide), O=O (oxygen). Run in O (water). Product: [Ba+2].C1(=CC=CC=C1)C(CS(=O)(=O)[O-])(C)O.C1(=CC=CC=C1)C(CS(=O)(=O)[O-])(C)O (2-phenyl-2-hydroxypropanesulfonic acid barium salt). Yield: 90.0%. RXN SMILES: [S:1]([O-:4])([O-:3])=[O:2].[Ba+2:5].[O:6]=O.S(=O)=[O:9].[CH3:11][C:12]([C:14]1[CH:19]=[CH:18][CH:17]=[CH:16][CH:15]=1)=[CH2:13]>O>[Ba+2:5].[C:14]1([C:12]([OH:6])([CH3:11])[CH2:13][S:1]([O-:4])(=[O:3])=[O:2])[CH:19]=[CH:18][CH:17]=[CH:16][CH:15]=1.[C:14]1([C:12]([OH:9])([CH3:11])[CH2:13][S:1]([O-:4])(=[O:3])=[O:2])[CH:19]=[CH:18][CH:17]=[CH:16][CH:15]=1 |f:0.1,6.7.8|. Procedure details: Into a 2-liter round bottom flask were charged 612 g of barium sulfite and 1 liter of deionized water. After the atmosphere within the flask was replaced by oxygen with stirring of its contents, 72 g of sulfur dioxide was blown therethrough. After that, 105 g of α-methylstyrene was added thereto and the resulting mixture was reacted at 30° C. for 5 hours with stirring at a speed of 1,000 rpm. Thereafter, the reaction mixture was worked up in all the same manner as in Example 1 to obtain 227 g (9... As a reaction SMILES: [CH2:8]([c:9]1[cH:10][cH:11][cH:12][cH:13][cH:14]1)[N:15]([CH2:16][C:17](=[O:18])[c:19]1[cH:20][cH:21][c:22]([OH:28])[c:23]([C:24](=[O:25])[NH2:26])[cH:27]1)[CH2:29][c:30]1[cH:31][cH:32][cH:33][cH:34][cH:35]1.[CH3:36][c:37]1[cH:38][cH:39][cH:40][cH:41][cH:42]1.[Na:7].[OH:1][CH2:2][CH:3]([OH:4])[CH2:5][Cl:6]>>[OH:1][CH2:2][CH:3]([OH:4])[CH2:5][O:28][c:22]1[cH:21][cH:20][c:19]([C:17]([CH2:16][N:15]([CH2:8][c:9]2[cH:10][cH:11][cH:12][cH:13][cH:14]2)[CH2:29][c:30]2[cH:31][cH:32][cH:33][cH:34][cH:35]2)=[O:18])[cH:27][c:23]1[C:24](=[O:25])[NH2:26]. The product is NC(=O)c1cc(C(=O)CN(Cc2ccccc2)Cc2ccccc2)ccc1OCC(O)CO. The reactants are NC(=O)c1cc(C(=O)CN(Cc2ccccc2)Cc2ccccc2)ccc1O, Cc1ccccc1, [Na], OCC(O)CCl.